Dataset: the Open Reaction Database (ORD), a public repository of structured organic reaction records. Task: describe an organic reaction: reactants, conditions, products, and yield Starting materials: Cl/C(=C(/C(=O)OCC(C)C)\Cl)/C(=O)OCC(C)C (diisobutyl dichloromaleate), C(C)(=O)[O-].[NH4+] (ammonium acetate). Solvent: CN(C=O)C (dimethylformamide). The product is N/C(=C(/C(=O)OCC(C)C)\Cl)/C(=O)OCC(C)C (diisobutyl aminochloromaleate). The yield is 80.3%. As a reaction SMILES: [Cl:1]/[C:2](/[C:12]([O:14][CH2:15][CH:16]([CH3:18])[CH3:17])=[O:13])=[C:3](\Cl)/[C:4]([O:6][CH2:7][CH:8]([CH3:10])[CH3:9])=[O:5].C([O-])(=O)C.[NH4+:23]>CN(C)C=O>[NH2:23]/[C:3](/[C:4]([O:6][CH2:7][CH:8]([CH3:10])[CH3:9])=[O:5])=[C:2](\[Cl:1])/[C:12]([O:14][CH2:15][CH:16]([CH3:18])[CH3:17])=[O:13] |f:1.2|. Procedure details: 29.7 g (0.1 mol) of diisobutyl dichloromaleate, 19.27 g (0.25 mol) of ammonium acetate and 40 ml of dimethylformamide were reacted under the same conditions as described in Example 1. A reddish oil was obtained which crystallized on trituration. After the crystal slurry had been washed with hexane, 22.3 g (80%) of diisobutyl aminochloromaleate were obtained as cubic crystals (m.p. 80° C.-81° C.).